Dataset: the Open Reaction Database (ORD), a public repository of structured organic reaction records. Task: describe an organic reaction: reactants, conditions, products, and yield Starting materials: BrCc1ccc(Br)cc1, O=[N+]([O-])c1cccc(O)c1. Yields the product O=[N+]([O-])c1cccc(OCc2ccc(Br)cc2)c1. Reaction SMILES: [Br:11][c:12]1[cH:13][cH:14][c:15]([CH2:16][Br:17])[cH:18][cH:19]1.[N+:1](=[O:2])([O-:3])[c:4]1[cH:5][c:6]([OH:10])[cH:7][cH:8][cH:9]1>>[N+:1](=[O:2])([O-:3])[c:4]1[cH:5][c:6]([O:10][CH2:16][c:15]2[cH:14][cH:13][c:12]([Br:11])[cH:19][cH:18]2)[cH:7][cH:8][cH:9]1.